Task: describe an organic reaction: reactants, conditions, products, and yield. Dataset: the Open Reaction Database (ORD), a public repository of structured organic reaction records Starting materials: BrC=1C=C(OC1)C=O (4-bromo-furan-2-carboxaldehyde), C1(=CC=CC=C1)/C=C/B(O)O (trans-phenylvinyl-boronic acid), ClC1=CC=C(CC=2C=C(SC2)C=O)C=C1 (4-(4-chlorobenzyl)thiophene-2-carbaldehyde). The solvent is CN(C)C=O (DMF). Procedure details: The title compound was synthesized from 4-bromo-furan-2-carboxaldehyde (1.1 g, 6.3 mmol, 1 equiv) and trans-phenylvinyl-boronic acid (1.4 g, 9.4 mmol, 1.5 equiv) using the conditions used to synthesize 4-(4-chlorobenzyl)thiophene-2-carbaldehyde, with the exception that the reaction was run in DMF (25 mL). The resulting residue was purified via ISCO Companion (0-30% EtOAc/heptane) and preparative HPLC using the Chromeleon purification system (0.1% formic acid/1% acetonitrile mixture in water (aqu... Reaction SMILES: Br[C:2]1[CH:3]=[C:4]([CH:7]=[O:8])[O:5][CH:6]=1.[C:9]1(/[CH:15]=[CH:16]/B(O)O)[CH:14]=[CH:13][CH:12]=[CH:11][CH:10]=1.ClC1C=CC(CC2C=C(C=O)SC=2)=CC=1>CN(C=O)C>[CH:16](/[C:2]1[CH:3]=[C:4]([CH:7]=[O:8])[O:5][CH:6]=1)=[CH:15]\[C:9]1[CH:14]=[CH:13][CH:12]=[CH:11][CH:10]=1. The product is C(=C\C1=CC=CC=C1)/C=1C=C(OC1)C=O ((E)-4-styrylfuran-2-carbaldehyde). Reactants: C(CCC)(=O)C1C(CC(CC1=O)C1=CC=C(C=C1)CC)=O (2-butyryl-5-(4-ethylphenyl)-cyclohexane-1,3-dione), C(C)ON (ethoxyamine). Run in C(C)O (ethanol). Reported procedure: 28.6 parts by weight of 2-butyryl-5-(4-ethylphenyl)-cyclohexane-1,3-dione and 6.1 parts by weight of ethoxyamine are stirred in 150 parts by volume of ethanol at room temperature for 8 hours. The mixture is concentrated under reduced pressure, the residue is taken up in 200 parts by volume of methylene chloride and the solution is washed with 5% strength aqueous hydrochloric acid and water dried over sodium sulfate and concentrated under reduced pressure. 2-(Ethoxyaminobutylidene)-5-(4-ethylphen... The product is C(C)ONCCCC=C1C(CC(CC1=O)C1=CC=C(C=C1)CC)=O (2-(Ethoxyaminobutylidene)-5-(4-ethylphenyl)-cyclohexane-1,3-dione). As a reaction SMILES: [C:1]([CH:6]1[C:11](=[O:12])[CH2:10][CH:9]([C:13]2[CH:18]=[CH:17][C:16]([CH2:19][CH3:20])=[CH:15][CH:14]=2)[CH2:8][C:7]1=[O:21])(=O)[CH2:2][CH2:3][CH3:4].[CH2:22]([O:24][NH2:25])[CH3:23]>C(O)C>[CH2:22]([O:24][NH:25][CH2:4][CH2:3][CH2:2][CH:1]=[C:6]1[C:11](=[O:12])[CH2:10][CH:9]([C:13]2[CH:18]=[CH:17][C:16]([CH2:19][CH3:20])=[CH:15][CH:14]=2)[CH2:8][C:7]1=[O:21])[CH3:23]. Starting materials: O1C(=CC=C1)C=CCCCCCCCCC(=O)O (11-(2-furyl)-10-undecenoic acid). The reagents and catalysts are [Pd].[O-]S(=O)(=O)[O-].[Ba+2] (Pd BaSO4). Product: O1C(=CC=C1)CCCCCCCCCCC(=O)O (11-(2-Furyl)undecanoic acid). Isolated yield 89.6%. As a reaction SMILES: [O:1]1[CH:5]=[CH:4][CH:3]=[C:2]1[CH:6]=[CH:7][CH2:8][CH2:9][CH2:10][CH2:11][CH2:12][CH2:13][CH2:14][CH2:15][C:16]([OH:18])=[O:17]>[Pd].[O-]S([O-])(=O)=O.[Ba+2]>[O:1]1[CH:5]=[CH:4][CH:3]=[C:2]1[CH2:6][CH2:7][CH2:8][CH2:9][CH2:10][CH2:11][CH2:12][CH2:13][CH2:14][CH2:15][C:16]([OH:18])=[O:17] |f:1.2.3|. Procedure details: This compound was synthesized from 11-(2-furyl)-10-undecenoic acid (1.25 g, 5 mmol) by a hydrogenation reaction using Pd/BaSO4 (125 mg). Crystallization (petroleum ether) afforded the product (1.13 g, 90%) as white crystals (mp 40-41° C.); IR: 3450-2500, 1720 cm-1 ; 1H-NMR: 1.30 (m, 12H), 1.65 (m, 4H), 2.34 (t, 2H), 2.60 (t, 2H), 5.95 (d, 1H), 6.28 (d, 1H), 7.30 (s, 1H), 10.10 (bs, 1H). Anal. Calcd. for C15H24O3 : C, 71.39, H, 9.58%; Found: C, 71.21, H, 9.63%. The reactants are C(C)(=O)OCC1=NN=NN1C1=CC(=C(C=C1)C#N)OC(F)(F)F ((1-{4-Cyano-3-[(trifluoromethyl)oxy]phenyl}-1H-tetrazol-5-yl)methyl acetate), C(C)(=O)OCC1=NN=NN1C1=CC(=C(C=C1)C#N)OC(F)(F)F ((1-{4-Cyano-3-[(trifluoromethyl)oxy]phenyl}-1H-tetrazol-5-yl)methyl acetate), [OH-].[Li+] (Lithium hydroxide). Run in CO.C1CCOC1.O (MeOH THF H2O). Run at temperature 0 celsius, time 3 hour. Yields the product OCC1=NN=NN1C1=CC(=C(C#N)C=C1)OC(F)(F)F (4-[5-(Hydroxymethyl)-1H-tetrazol-1-yl]-2-[(trifluoromethyl)oxy]benzonitrile). The yield is 57.3%. RXN SMILES: C([O:4][CH2:5][C:6]1[N:10]([C:11]2[CH:16]=[CH:15][C:14]([C:17]#[N:18])=[C:13]([O:19][C:20]([F:23])([F:22])[F:21])[CH:12]=2)[N:9]=[N:8][N:7]=1)(=O)C.[OH-].[Li+]>CO.C1COCC1.O>[OH:4][CH2:5][C:6]1[N:10]([C:11]2[CH:16]=[CH:15][C:14]([C:17]#[N:18])=[C:13]([O:19][C:20]([F:23])([F:22])[F:21])[CH:12]=2)[N:9]=[N:8][N:7]=1 |f:1.2,3.4.5|. Procedure details: (1-{4-Cyano-3-[(trifluoromethyl)oxy]phenyl}-1H-tetrazol-5-yl)methyl acetate (Intermediate 53, 7.0 g, 21.4 mmol) was dissolved in MeOH:THF:H2O (1:2:1) and the solution was cooled to 0° C. Lithium hydroxide (770 mg, 32.2 mmol) was added at 0° C. The reaction was slowly allowed to reach room temperature and stirred for 3 hr. The solvent was removed under reduced pressure. The residue was diluted with DCM, and washed with ice-cooled water, saturated aq. NaHCO3 and brine solution, dried over anhydrou... Reactants: FC(OC1=CC=C(N)C=C1)(F)F (4-(trifluoromethoxy)-aniline), C(C)OC(C=O)=O (glyoxylic acid ethyl ester), C1=CCCCCCC1 (cyclooctene). Yields the product C(C)OC(=O)C1C2C(C=3C=C(C=CC3N1)OC(F)(F)F)CCCCCC2 (2-trifluoromethoxy-5,6,6a,7,8,9,10,11,12,12a-decahydro-5-aza-cycloocta-[a]naphthalene-6-carboxylic Acid Ethyl Ester). RXN SMILES: [F:1][C:2]([F:12])([F:11])[O:3][C:4]1[CH:10]=[CH:9][C:7]([NH2:8])=[CH:6][CH:5]=1.[CH2:13]([O:15][C:16](=[O:19])[CH:17]=O)[CH3:14].[CH:20]1[CH2:27][CH2:26][CH2:25][CH2:24][CH2:23][CH2:22][CH:21]=1>>[CH2:13]([O:15][C:16]([CH:17]1[NH:8][C:7]2[CH:9]=[CH:10][C:4]([O:3][C:2]([F:11])([F:12])[F:1])=[CH:5][C:6]=2[CH:21]2[CH2:22][CH2:23][CH2:24][CH2:25][CH2:26][CH2:27][CH:20]12)=[O:19])[CH3:14]. Procedure details: Compound 76 was prepared from 4-(trifluoromethoxy)-aniline, glyoxylic acid ethyl ester and cyclooctene by the automated process. Reactants: CCO, CSc1nc(OCc2ccc(F)cc2F)c(Cl)c(=O)n1-c1cc(C(N)=O)ccc1C. Product: Cc1ccc(C(N)=O)cc1-n1cnc(OCc2ccc(F)cc2F)c(Cl)c1=O. RXN SMILES: [CH3:31][CH2:32][OH:33].[Cl:1][c:2]1[c:3]([O:21][CH2:22][c:23]2[c:24]([F:30])[cH:25][c:26]([F:29])[cH:27][cH:28]2)[n:4][c:5]([S:19][CH3:20])[n:6](-[c:9]2[cH:10][c:11]([C:12](=[O:13])[NH2:14])[cH:15][cH:16][c:17]2[CH3:18])[c:7]1=[O:8]>>[Cl:1][c:2]1[c:3]([O:21][CH2:22][c:23]2[c:24]([F:30])[cH:25][c:26]([F:29])[cH:27][cH:28]2)[n:4][cH:5][n:6](-[c:9]2[cH:10][c:11]([C:12](=[O:13])[NH2:14])[cH:15][cH:16][c:17]2[CH3:18])[c:7]1=[O:8]. Starting materials: Nc1n[nH]cc1Br, Nc1cc[nH]n1, C1CCOC1, O=C1Nc2ccccc2C1=CO. Product: O=C1Nc2ccccc2C1=CNc1n[nH]cc1Br. As a reaction SMILES: [Br:19][c:20]1[c:21]([NH2:25])[n:22][nH:23][cH:24]1.[NH2:1][c:2]1[cH:3][cH:4][nH:5][n:6]1.[O:26]1[CH2:27][CH2:28][CH2:29][CH2:30]1.[OH:7][CH:8]=[C:9]1[C:10](=[O:18])[NH:11][c:12]2[cH:13][cH:14][cH:15][cH:16][c:17]21>>[CH:8](=[C:9]1[C:10](=[O:18])[NH:11][c:12]2[cH:13][cH:14][cH:15][cH:16][c:17]21)[NH:25][c:21]1[c:20]([Br:19])[cH:24][nH:23][n:22]1.